From a dataset of the Open Reaction Database (ORD), a public repository of structured organic reaction records. describe an organic reaction: reactants, conditions, products, and yield The reactants are CCO, Cl, COC(=O)CSc1c(C)cc(C(O)(C(F)(F)F)C(F)(F)F)cc1C, [Na+], [OH-]. Product: Cc1cc(C(O)(C(F)(F)F)C(F)(F)F)cc(C)c1SCC(=O)O. Reaction SMILES: [CH3:28][CH2:29][OH:30].[ClH:27].[F:1][C:2]([C:3]([C:4]([F:5])([F:6])[F:7])([OH:8])[c:9]1[cH:10][c:11]([CH3:22])[c:12]([S:16][CH2:17][C:18](=[O:19])[O:20][CH3:21])[c:13]([CH3:15])[cH:14]1)([F:23])[F:24].[Na+:26].[OH-:25]>>[F:1][C:2]([C:3]([C:4]([F:5])([F:6])[F:7])([OH:8])[c:9]1[cH:10][c:11]([CH3:22])[c:12]([S:16][CH2:17][C:18](=[O:19])[OH:20])[c:13]([CH3:15])[cH:14]1)([F:23])[F:24].